This data is from the Open Reaction Database (ORD), a public repository of structured organic reaction records. The task is: describe an organic reaction: reactants, conditions, products, and yield The reactants are CCOC(=O)Cc1ccc(OC)c(Oc2ccc(NC(=O)c3ccc(Cl)cc3)cc2CSCC(F)(F)F)c1, CO, [Li+], [OH-], O. Product: COc1ccc(CC(=O)O)cc1Oc1ccc(NC(=O)c2ccc(Cl)cc2)cc1CSCC(F)(F)F. RXN SMILES: [CH2:1]([CH3:2])[O:3][C:4]([CH2:5][c:6]1[cH:7][c:8]([O:14][c:15]2[c:16]([CH2:31][S:32][CH2:33][C:34]([F:35])([F:36])[F:37])[cH:17][c:18]([NH:21][C:22]([c:23]3[cH:24][cH:25][c:26]([Cl:29])[cH:27][cH:28]3)=[O:30])[cH:19][cH:20]2)[c:9]([O:12][CH3:13])[cH:10][cH:11]1)=[O:38].[CH3:41][OH:42].[Li+:39].[OH-:40].[OH2:43]>>[O:3]=[C:4]([CH2:5][c:6]1[cH:7][c:8]([O:14][c:15]2[c:16]([CH2:31][S:32][CH2:33][C:34]([F:35])([F:36])[F:37])[cH:17][c:18]([NH:21][C:22]([c:23]3[cH:24][cH:25][c:26]([Cl:29])[cH:27][cH:28]3)=[O:30])[cH:19][cH:20]2)[c:9]([O:12][CH3:13])[cH:10][cH:11]1)[OH:38]. Starting materials: CC1=C(C=C(C(=O)OC)C=C1)C=1C=C2C=CNC(C2=CC1)=O (4-methyl-3-(1-oxo-1,2-dihydro-isoquinolin-6-yl)-benzoic acid, methyl ester), BrC=1C=C2C(=CNC(C2=CC1)=O)C (6-Bromo-4-methylisoquinolin-1(2H)-one). Yields the product CC1=C(C=C(C(=O)OC)C=C1)C=1C=C2C(=CNC(C2=CC1)=O)C (4-Methyl-3-(4-methyl-1-oxo-1,2-dihydro-isoquinolin-6-yl)-benzoic acid, methyl ester). As a reaction SMILES: [CH3:1][C:2]1[CH:11]=[CH:10][C:5]([C:6]([O:8][CH3:9])=[O:7])=[CH:4][C:3]=1[C:12]1[CH:13]=[C:14]2[C:19](=[CH:20][CH:21]=1)[C:18](=[O:22])[NH:17][CH:16]=[CH:15]2.Br[C:24]1C=C2C(=CC=1)C(=O)NC=C2C>>[CH3:1][C:2]1[CH:11]=[CH:10][C:5]([C:6]([O:8][CH3:9])=[O:7])=[CH:4][C:3]=1[C:12]1[CH:13]=[C:14]2[C:19](=[CH:20][CH:21]=1)[C:18](=[O:22])[NH:17][CH:16]=[C:15]2[CH3:24]. Reported procedure: The sub-title compound was prepared by the method of intermediate 3 using the product of step i). Reactants: COC1=CC=C(C=C1)C1=C2CC(NC2=CC=C1)=O (4-(4-methoxy-phenyl)-1,3-dihydro-indol-2-one), CN([C@H]1CN(CC1)C(=O)C1=C(NC(=C1)C)C=O)C (3-[(3R)-3-Dimethylamino-pyrrolidine-1-carbonyl]-5-methyl-1H-pyrrole-2-carbaldehyde). The reagents and catalysts are N1CCCCC1 (piperidine). Solvent: C(C)O (ethanol). Reaction conditions: time 3 day. The product is CN([C@H]1CN(CC1)C(=O)C1=C(NC(=C1)C)C=C1C(NC2=CC=CC(=C12)C1=CC=C(C=C1)OC)=O)C (3-[3-((R)-3-dimethylamino-pyrrolidine-1-carbonyl)-5-methyl-1H-pyrrol-2-ylmethylene]-4-(4-methoxy-phenyl)-1,3-dihydro-indol-2-one). The yield is 80.8%. As a reaction SMILES: [CH3:1][O:2][C:3]1[CH:8]=[CH:7][C:6]([C:9]2[CH:17]=[CH:16][CH:15]=[C:14]3[C:10]=2[CH2:11][C:12](=[O:18])[NH:13]3)=[CH:5][CH:4]=1.[CH3:19][N:20]([CH3:36])[C@@H:21]1[CH2:25][CH2:24][N:23]([C:26]([C:28]2[CH:32]=[C:31]([CH3:33])[NH:30][C:29]=2[CH:34]=O)=[O:27])[CH2:22]1>C(O)C.N1CCCCC1>[CH3:19][N:20]([CH3:36])[C@@H:21]1[CH2:25][CH2:24][N:23]([C:26]([C:28]2[CH:32]=[C:31]([CH3:33])[NH:30][C:29]=2[CH:34]=[C:11]2[C:10]3[C:14](=[CH:15][CH:16]=[CH:17][C:9]=3[C:6]3[CH:7]=[CH:8][C:3]([O:2][CH3:1])=[CH:4][CH:5]=3)[NH:13][C:12]2=[O:18])=[O:27])[CH2:22]1. Procedure details: To a solution of 4-(4-methoxy-phenyl)-1,3-dihydro-indol-2-one (59.8 mg, 0.25 mmol) and 3-[(3R)-3-Dimethylamino-pyrrolidine-1-carbonyl]-5-methyl-1H-pyrrole-2-carbaldehyde (64.8 mg, 0.25 mmol) in ethanol (2 mL) was added piperidine (3 drops). The reaction mixture was stirred at room temperature for three days. A yellow solid product was precipitated out, filtered, washed by ethanol for three times, and dried under high vacuum to provide pure product 3-[3-((R)-3-dimethylamino-pyrrolidine-1-carbonyl... The reactants are OCCBr, O=C([O-])[O-], Clc1ccc2c(c1)C(Cl)Cc1ccccc1S2, ClCCl, [K+], [K+]. Yields the product Clc1ccc2c(c1)C(OCCBr)Cc1ccccc1S2. As a reaction SMILES: [Br:18][CH2:19][CH2:20][OH:21].[C:22](=[O:23])([O-:24])[O-:25].[Cl:1][c:2]1[cH:3][cH:4][c:5]2[c:6]([cH:17]1)[CH:7]([Cl:16])[CH2:8][c:9]1[c:10]([cH:12][cH:13][cH:14][cH:15]1)[S:11]2.[Cl:28][CH2:29][Cl:30].[K+:26].[K+:27]>>[Cl:1][c:2]1[cH:3][cH:4][c:5]2[c:6]([cH:17]1)[CH:7]([O:21][CH2:20][CH2:19][Br:18])[CH2:8][c:9]1[c:10]([cH:12][cH:13][cH:14][cH:15]1)[S:11]2. The reactants are C1CCOC1, COC(CCn1cc(-c2ccc(C)nc2)c(=O)[nH]c1=O)OC. As a reaction SMILES: [CH2:23]1[O:24][CH2:25][CH2:26][CH2:27]1.[CH3:1][O:2][CH:3]([CH2:4][CH2:5][n:6]1[c:7](=[O:20])[nH:8][c:9](=[O:19])[c:10](-[c:12]2[cH:13][n:14][c:15]([CH3:18])[cH:16][cH:17]2)[cH:11]1)[O:21][CH3:22]>>[O:2]=[CH:3][CH2:4][CH2:5][n:6]1[c:7](=[O:20])[nH:8][c:9](=[O:19])[c:10](-[c:12]2[cH:13][n:14][c:15]([CH3:18])[cH:16][cH:17]2)[cH:11]1. Yields the product Cc1ccc(-c2cn(CCC=O)c(=O)[nH]c2=O)cn1.